From a dataset of the Open Reaction Database (ORD), a public repository of structured organic reaction records. describe an organic reaction: reactants, conditions, products, and yield Reactants: Sc1ccccc1Br, CN(C(=O)OC(C)(C)C)c1ccc2ccn(Cc3cc(F)cc(F)c3)c2c1, CCOCC, [Cl-], ClCCl, [Na+], O=C([O-])O. The product is CN(C(=O)OC(C)(C)C)c1ccc2c(Sc3ccccc3Br)cn(Cc3cc(F)cc(F)c3)c2c1. Reaction SMILES: [Br:2][c:3]1[c:4]([SH:9])[cH:5][cH:6][cH:7][cH:8]1.[C:10]([CH3:11])([CH3:12])([CH3:13])[O:14][C:15]([N:16]([CH3:17])[c:18]1[cH:19][cH:20][c:21]2[cH:22][cH:23][n:24]([CH2:27][c:28]3[cH:29][c:30]([F:35])[cH:31][c:32]([F:34])[cH:33]3)[c:25]2[cH:26]1)=[O:36].[CH3:45][CH2:46][O:47][CH2:48][CH3:49].[Cl-:1].[Cl:42][CH2:43][Cl:44].[Na+:37].[OH:38][C:39](=[O:40])[O-:41]>>[Br:2][c:3]1[c:4]([S:9][c:22]2[c:21]3[cH:20][cH:19][c:18]([N:16]([C:15]([O:14][C:10]([CH3:11])([CH3:12])[CH3:13])=[O:36])[CH3:17])[cH:26][c:25]3[n:24]([CH2:27][c:28]3[cH:29][c:30]([F:35])[cH:31][c:32]([F:34])[cH:33]3)[cH:23]2)[cH:5][cH:6][cH:7][cH:8]1. Starting materials: BrC=1C(=C(C(=O)OCC)C=CC1CSC1=C(C=CC=C1)C)OC (ethyl 3-bromo-2-methoxy-(2-methylphenylthiomethyl)benzoate), ClC=1C=C(C=CC1)S (3-chlorothiophenol), BrC=1C(=C(C(=O)OCC)C(=CC1)CSC1=CC=CC=C1)OC (ethyl 3-bromo-6-(phenylthiomethyl)-2-methoxybenzoate), BrC=1C(=C(C(=O)OCC)C(=CC1)CSC1=CC=CC=C1)OC (ethyl 3-bromo-6-(phenylthiomethyl)-2-methoxybenzoate). Yields the product BrC=1C(=C(C(=O)OCC)C(=CC1)CSC1=CC(=CC=C1)Cl)OC (Ethyl 3-bromo-6-(3-chlorophenylthiomethyl)-2-methoxybenzoate). As a reaction SMILES: BrC1C(OC)=C(C=CC=1CSC1C=CC=CC=1C)C(OCC)=O.[Br:24][C:25]1[C:26]([O:44][CH3:45])=[C:27]([C:33]([CH2:36][S:37][C:38]2[CH:43]=[CH:42][CH:41]=[CH:40][CH:39]=2)=[CH:34][CH:35]=1)[C:28]([O:30][CH2:31][CH3:32])=[O:29].[Cl:46]C1C=C(S)C=CC=1>>[Br:24][C:25]1[C:26]([O:44][CH3:45])=[C:27]([C:33]([CH2:36][S:37][C:38]2[CH:43]=[CH:42][CH:41]=[C:40]([Cl:46])[CH:39]=2)=[CH:34][CH:35]=1)[C:28]([O:30][CH2:31][CH3:32])=[O:29]. Procedure details: Prepared by proceeding in a similar manner to Intermediate 77, starting from ethyl 3-bromo-6-bromomethyl-2-methoxybenzoate (Intermediate 87) and 3-chlorothiophenol. Reactants: CCN(C(C)C)C(C)C, COc1ccc(N2CCOCC2)c2sc(N)nc12, COCCOC(=O)Cl, C1CCOC1, O. The product is COCCOC(=O)Nc1nc2c(OC)ccc(N3CCOCC3)c2s1. Reaction SMILES: [CH2:19]([N:20]([CH:21]([CH3:22])[CH3:23])[CH:24]([CH3:25])[CH3:26])[CH3:27].[CH3:1][O:2][c:3]1[cH:4][cH:5][c:6]([N:13]2[CH2:14][CH2:15][O:16][CH2:17][CH2:18]2)[c:7]2[c:8]1[n:9][c:10]([NH2:12])[s:11]2.[Cl:28][C:29](=[O:30])[O:31][CH2:32][CH2:33][O:34][CH3:35].[O:37]1[CH2:38][CH2:39][CH2:40][CH2:41]1.[OH2:36]>>[CH3:1][O:2][c:3]1[cH:4][cH:5][c:6]([N:13]2[CH2:14][CH2:15][O:16][CH2:17][CH2:18]2)[c:7]2[c:8]1[n:9][c:10]([NH:12][C:29](=[O:30])[O:31][CH2:32][CH2:33][O:34][CH3:35])[s:11]2. Reactants: Cl.O(C1=CC=CC=C1)CC(=O)NC1=NC=CC=C1 (2-(phenoxyacetyl)aminopyridine HCl salt), ClS(=O)(=O)O (chlorosulfonic acid), ice water. Run in ClCCl (dichloromethane). Conditions: time 3 hour. The product is ClS(=O)(=O)C1=CC=C(OCC(=O)NC2=NC=CC=C2)C=C1 (2-[p-(chlorosulfonyl)phenoxy]-N-(2-pyridyl)acetamide). Reaction SMILES: Cl.[O:2]([CH2:9][C:10]([NH:12][C:13]1[CH:18]=[CH:17][CH:16]=[CH:15][N:14]=1)=[O:11])[C:3]1[CH:8]=[CH:7][CH:6]=[CH:5][CH:4]=1.[Cl:19][S:20](O)(=[O:22])=[O:21]>ClCCl>[Cl:19][S:20]([C:6]1[CH:7]=[CH:8][C:3]([O:2][CH2:9][C:10]([NH:12][C:13]2[CH:18]=[CH:17][CH:16]=[CH:15][N:14]=2)=[O:11])=[CH:4][CH:5]=1)(=[O:22])=[O:21] |f:0.1|. Procedure details: 1.32 g of 2-(phenoxyacetyl)aminopyridine HCl salt (5 mmole) was resuspended in 10 ml of dichloromethane and 2 ml of chlorosulfonic acid was added in ice-bath to give clear solution. The solution was stirred at room temperature for 3 hr. The reaction mixture was added to ice-water with good stirring to give white solids. The solids were filtered, washed with acetonitrile, and dried in vacuo. 0.65 g of solid was obtained. M. P. 170-175° C. (decomposition) The reactants are ClC1=C(C(=O)C=2C=C(C=CC2C)C=2N=NN(C2)CC(=O)O)C=CC(=C1)NC1=C(C=C(C=C1)F)F ((4-{3-[2-Chloro-4-(2,4-difluoro-phenylamino)-benzoyl]-4-methyl-phenyl}-[1,2,3]triazol-1-yl)-acetic acid), Cl.C(C)N (ethylamine hydrochloride), C1=CC=C(C=C1)P(=O)(C2=CC=CC=C2)OC3=C(C(=C(C(=C3F)F)F)F)F (FDPP), CCN(C(C)C)C(C)C (DIEA). Solvent: CN(C)C=O (DMF). Reaction conditions: time 72 hour. Product: ClC1=C(C(=O)C=2C=C(C=CC2C)C=2N=NN(C2)CC(=O)NCC)C=CC(=C1)NC1=C(C=C(C=C1)F)F (2-(4-{3-[2-Chloro-4-(2,4-difluoro-phenylamino)-benzoyl]-4-methyl-phenyl}-[1,2,3]triazol-1-yl)-N-ethyl-acetamide). Reaction SMILES: [Cl:1][C:2]1[CH:25]=[C:24]([NH:26][C:27]2[CH:32]=[CH:31][C:30]([F:33])=[CH:29][C:28]=2[F:34])[CH:23]=[CH:22][C:3]=1[C:4]([C:6]1[CH:7]=[C:8]([C:13]2[N:14]=[N:15][N:16]([CH2:18][C:19](O)=[O:20])[CH:17]=2)[CH:9]=[CH:10][C:11]=1[CH3:12])=[O:5].Cl.[CH2:36]([NH2:38])[CH3:37].C1C=CC(P(OC2C(F)=C(F)C(F)=C(F)C=2F)(C2C=CC=CC=2)=O)=CC=1.CCN(C(C)C)C(C)C>CN(C=O)C>[Cl:1][C:2]1[CH:25]=[C:24]([NH:26][C:27]2[CH:32]=[CH:31][C:30]([F:33])=[CH:29][C:28]=2[F:34])[CH:23]=[CH:22][C:3]=1[C:4]([C:6]1[CH:7]=[C:8]([C:13]2[N:14]=[N:15][N:16]([CH2:18][C:19]([NH:38][CH2:36][CH3:37])=[O:20])[CH:17]=2)[CH:9]=[CH:10][C:11]=1[CH3:12])=[O:5] |f:1.2|. Procedure: To a solution of compound 111 (39 mg, 0.08 mmol) in DMF (1.0 mL) was added ethylamine hydrochloride (20 mg, 0.08 mmol), FDPP (43 mg, 0.11 mmol), and DIEA (68 μL, 0.4 mmol). The flask was flushed with argon and the reaction mixture was stirred at RT for 72 h and then poured into a mixture of water (4 mL), HCl (4N, 2 mL), and EtOAc. The phases were separated. The organic phase was concentrated on silica in vacuo. The crude product was purified by chromatography eluting with EtOAc/petroleum ether (... Reactants: ClC=1C=CC(=C(C1)B(O)O)OCC1=CC=CC=C1 ((5-chloro-2-benzyloxyphenyl)boronic acid), Pd(0)[PPh3]4, C([O-])([O-])=O.[K+].[K+] (potassium carbonate), C(C)OC(C1=CC(=CC=C1C)C1=C(CCC1)Br)=O (3-(2-bromo-cyclopent-1-enyl)-6-methylbenzoic acid ethyl ester), O (water). Run in C=1(C(=CC=CC1)CCO)C (toluene-ethanol). Yields the product C(C)OC(C1=C(C=CC(=C1)C1=C(C=CC1)C1=C(C=CC(=C1)Cl)OCC1=CC=CC=C1)C)=O (5-{2-[5-Chloro-2-Benzyloxyphenyl]Cyclopenten-1-Enyl}-2-Methylbenzoic Acid Ethyl Ester). Yield: 61.0%. As a reaction SMILES: [Cl:1][C:2]1[CH:3]=[CH:4][C:5]([O:11][CH2:12][C:13]2[CH:18]=[CH:17][CH:16]=[CH:15][CH:14]=2)=[C:6](B(O)O)[CH:7]=1.C(=O)([O-])[O-].[K+].[K+].[CH2:25]([O:27][C:28](=[O:42])[C:29]1[C:34]([CH3:35])=[CH:33][CH:32]=[C:31]([C:36]2[CH2:40][CH2:39][CH2:38][C:37]=2Br)[CH:30]=1)[CH3:26].O>C1(C)C(CCO)=CC=CC=1>[CH2:25]([O:27][C:28](=[O:42])[C:29]1[CH:30]=[C:31]([C:36]2[CH2:40][CH:39]=[CH:38][C:37]=2[C:6]2[CH:7]=[C:2]([Cl:1])[CH:3]=[CH:4][C:5]=2[O:11][CH2:12][C:13]2[CH:18]=[CH:17][CH:16]=[CH:15][CH:14]=2)[CH:32]=[CH:33][C:34]=1[CH3:35])[CH3:26] |f:1.2.3|. Reported procedure: (5-chloro-2-benzyloxyphenyl)boronic acid (150 mg, 0.5 mmol), Pd(0)[PPh3]4 (25 mg, 0.021 mmol), potassium carbonate (483 mg, 3.36 mmol) and (3-(2-bromo-cyclopent-1-enyl)-6-methylbenzoic acid ethyl ester (130 mg, 0.42 mmol) in toluene-ethanol (1:1 10 mL) were stirred at 90° C., under nitrogen, for 2 hrs. Upon cooling, the reaction mixture was poured into water and extracted with ethyl acetate (3×20 mL). The combined organic layers were dried (MgSO4), filters and concentrated. The residue was purif...